Task: describe an organic reaction: reactants, conditions, products, and yield. Dataset: the Open Reaction Database (ORD), a public repository of structured organic reaction records Reactants: C(C(C)C)C(=O)C (methyl isobutyl ketone), OC1=CC=C(CO)C=C1 (4-hydroxybenzyl alcohol), C(C=C)(=O)Cl (acrylic acid chloride). Solvent: C(C)N(CC)CC (triethylamine). Conditions: time 30 minute. The product is C(C=C)(=O)OCC1=CC=C(C=C1)O (4-hydroxybenzyl acrylate). Isolated yield 26.0%. RXN SMILES: [CH2:1]([C:5](C)=[O:6])[CH:2](C)C.[OH:8][C:9]1[CH:16]=[CH:15][C:12]([CH2:13][OH:14])=[CH:11][CH:10]=1.C(Cl)(=O)C=C>C(N(CC)CC)C>[C:5]([O:14][CH2:13][C:12]1[CH:15]=[CH:16][C:9]([OH:8])=[CH:10][CH:11]=1)(=[O:6])[CH:1]=[CH2:2]. Procedure details: 1400 g of methyl isobutyl ketone, 50 g of 4-hydroxybenzyl alcohol and 40 g of triethylamine were charged into a separable flask having a capacity of 3 liters, provided with a stirrer and a nitrogen gas feed tube, and deaerated for 30 minutes, and then 33 g of acrylic acid chloride was dropwise added thereto at 3° C. over 50 minutes. Then, stirring was continued at room temperature for 3 hours. After completion of the reaction, the reaction mixture was recovered by filtration. The filtrate was wa... The reactants are [OH-].[Na+] (NaOH), C(C)O (ethanol), ClC=1C=C2C(CCOC2=CC1OC1=CC=C(C=C1)C(NC1=NC=CC(=N1)C1=CC=C(C=C1)C(F)(F)F)=O)C(=O)OCC (Ethyl 6-chloro-7-(4-(4-(4-(trifluoromethyl)phenyl)pyrimidin-2-ylcarbamoyl)phenoxy)chroman-4-carboxylate). Run in C(C)(=O)OCC (ethyl acetate), Cl (HCl), C1CCOC1 (THF). Conditions: time 2 hour. Yields the product ClC=1C=C2C(CCOC2=CC1OC1=CC=C(C=C1)C(NC1=NC=CC(=N1)C1=CC=C(C=C1)C(F)(F)F)=O)C(=O)O (6-chloro-7-(4-(4-(4-(trifluoromethyl)phenyl)pyrimidin-2-ylcarbamoyl)phenoxy)chroman-4-carboxylic acid). Yield: 10.5%. RXN SMILES: [Cl:1][C:2]1[CH:3]=[C:4]2[C:9](=[CH:10][C:11]=1[O:12][C:13]1[CH:18]=[CH:17][C:16]([C:19](=[O:37])[NH:20][C:21]3[N:26]=[C:25]([C:27]4[CH:32]=[CH:31][C:30]([C:33]([F:36])([F:35])[F:34])=[CH:29][CH:28]=4)[CH:24]=[CH:23][N:22]=3)=[CH:15][CH:14]=1)[O:8][CH2:7][CH2:6][CH:5]2[C:38]([O:40]CC)=[O:39].[OH-].[Na+].C(O)C>C1COCC1.C(OCC)(=O)C.Cl>[Cl:1][C:2]1[CH:3]=[C:4]2[C:9](=[CH:10][C:11]=1[O:12][C:13]1[CH:18]=[CH:17][C:16]([C:19](=[O:37])[NH:20][C:21]3[N:26]=[C:25]([C:27]4[CH:32]=[CH:31][C:30]([C:33]([F:36])([F:35])[F:34])=[CH:29][CH:28]=4)[CH:24]=[CH:23][N:22]=3)=[CH:15][CH:14]=1)[O:8][CH2:7][CH2:6][CH:5]2[C:38]([OH:40])=[O:39] |f:1.2|. Procedure: Ethyl 6-chloro-7-(4-(4-(4-(trifluoromethyl)phenyl)pyrimidin-2-ylcarbamoyl)phenoxy)chroman-4-carboxylate (50 mg, 0.084 mmol) was diluted with THF (1 mL) followed by the addition of NaOH (502 μL, 0.50 mmol) and ethanol (500 μL). After stirring for 2 hours, the reaction was diluted with ethyl acetate and 2N HCl. The layers were separated and the organic layer was dried over MgSO4, filtered and concentrated. The residue was purified using a 0.5 mm preparative TLC plate eluting with 10% methanol/DCM ...